From a dataset of the Open Reaction Database (ORD), a public repository of structured organic reaction records. describe an organic reaction: reactants, conditions, products, and yield The reactants are C1=CC=CC2=C1CCC(CC2)=O (5,6,8,9-tetrahydro-7H-cycloheptabenzen-7-one), N (NH3), NCCCCCC1CCC2=C(CC1)C=CC=C2 (7-aminopentyl-6,7,8,9-tetrahydro-5H-benzocycloheptene), [Br-].C(#N)CCCC[P+](C1=CC=CC=C1)(C1=CC=CC=C1)C1=CC=CC=C1 (cyanobutyltriphenylphosphonium bromide), [H-].[Na+] (NaH), [Li] (lithium). Yields the product NCCCCCC1CCC2=C(CC1)CC=CC2 (7-aminopentyl-1,4,6,7,8,9-hexahydro-5H-benzocycloheptene). As a reaction SMILES: C1C2CCC(=O)CCC=2C=CC=1.[Br-].C(CCCC[P+](C1C=CC=CC=1)(C1C=CC=CC=1)C1C=CC=CC=1)#N.[H-].[Na+].[NH2:41][CH2:42][CH2:43][CH2:44][CH2:45][CH2:46][CH:47]1[CH2:53][CH2:52][C:51]2[CH:54]=[CH:55][CH:56]=[CH:57][C:50]=2[CH2:49][CH2:48]1.N.[Li]>C(O)C.CCOCC.C(COC)OC>[NH2:41][CH2:42][CH2:43][CH2:44][CH2:45][CH2:46][CH:47]1[CH2:53][CH2:52][C:51]2[CH2:54][CH:55]=[CH:56][CH2:57][C:50]=2[CH2:49][CH2:48]1 |f:1.2,3.4,^1:58|. Reported procedure: A mixture of 16.0 g. (0.1 mole) of 5,6,8,9-tetrahydro-7H-cycloheptabenzen-7-one and 42.4 g. (0.1 mole) of cyanobutyltriphenylphosphonium bromide in 500 ml. of dimethoxyethane is stirred under nitrogen and treated portionwise with 0.11 mole of 50% NaH dispersed in mineral oil. After several hours, the mixture is freed of solvent and the product extracted into ether. The crude product is dissolved in ethanol, treated with NH3 and 10 g. of Raney nickel and hydrogenated at 1500 psi of hydrogen at 10... Solvent: CCOCC (ether), C(OC)COC (dimethoxyethane), C(C)O (ethanol). Reactants: Cl, O=C1Nc2c(F)cccc2C1=O, NN, O, OCCO. Yields the product O=C1Cc2cccc(F)c2N1. Reaction SMILES: [ClH:16].[F:1][c:2]1[cH:3][cH:4][cH:5][c:6]2[c:10]1[NH:9][C:8](=[O:11])[C:7]2=[O:12].[NH2:13][NH2:14].[OH2:15].[OH:17][CH2:18][CH2:19][OH:20]>>[F:1][c:2]1[cH:3][cH:4][cH:5][c:6]2[c:10]1[NH:9][C:8](=[O:11])[CH2:7]2. Conditions: temperature -78 celsius, time 30 minute. Solvent: CCOCC (ether), CCOCC (ether). The product is CC1(OC(=CC(O1)=O)CCCC(C)=O)C (2,2-dimethyl-6-(4-oxopentyl)-1,3-dioxin-4-one). Reaction SMILES: CN(P(N(C)C)(N(C)C)=O)C.[CH3:12][C:13]1([CH3:21])[O:18][C:17](=[O:19])[CH:16]=[C:15]([CH3:20])[O:14]1.[CH:22]([C:24]([CH3:26])=[O:25])=[CH2:23].Cl>CCOCC>[CH3:12][C:13]1([CH3:21])[O:18][C:17](=[O:19])[CH:16]=[C:15]([CH2:20][CH2:23][CH2:22][C:24](=[O:25])[CH3:26])[O:14]1. The yield is 49.6%. Procedure details: In an argon gas stream, 20.6 ml of n-butyl lithium (1.6M solution in hexane) were added to 60 ml of an ether solution containing 3.53 g (0.033 mol) of diisopropylamine at -20° C. to form LDA. After stirring for 30 minutes, the solution was cooled to -78° C., and 10.4 ml (0.06 mol) of HMPA were added thereto, followed by stirring for 15 minutes. Afterward, a mixture of 4.26 g (0.03 mol) of 2,2-dimethyl-6-methyl-1,3-dioxin-4-one and 60 ml of ether as well as 60 ml of an ether solution containing 2... Starting materials: CC1(OC(=CC(O1)=O)C)C (2,2-dimethyl-6-methyl-1,3-dioxin-4-one), CN(C)P(=O)(N(C)C)N(C)C (HMPA), Cl (hydrochloric acid), C(=C)C(=O)C (methyl vinyl ketone). Reactants: CCOCCCCCC(OC(=O)c1ccc(OC(C)=O)cc1)C(F)(F)F, CCO, ClC(Cl)Cl, NCc1ccccc1. Product: CCOCCCCCC(OC(=O)c1ccc(O)cc1)C(F)(F)F. RXN SMILES: [C:1](=[O:2])([CH3:3])[O:4][c:5]1[cH:6][cH:7][c:8]([C:11](=[O:12])[O:13][CH:14]([CH2:15][CH2:16][CH2:17][CH2:18][CH2:19][O:20][CH2:21][CH3:22])[C:23]([F:24])([F:25])[F:26])[cH:9][cH:10]1.[CH3:35][CH2:36][OH:37].[CH:38]([Cl:39])([Cl:40])[Cl:41].[NH2:27][CH2:28][c:29]1[cH:30][cH:31][cH:32][cH:33][cH:34]1>>[OH:4][c:5]1[cH:6][cH:7][c:8]([C:11](=[O:12])[O:13][CH:14]([CH2:15][CH2:16][CH2:17][CH2:18][CH2:19][O:20][CH2:21][CH3:22])[C:23]([F:24])([F:25])[F:26])[cH:9][cH:10]1. Reactants: N1=CC(=CC=C1)C=1C=C2C=CC(NC2=CC1)=O (6-(3-pyridyl)-2-[1H]-quinolone), [H-].[Na+] (sodium hydride), S(=O)(=O)(OC)OC (dimethyl sulphate). The solvent is CN(C)C=O (DMF), CN(C)C=O (DMF). Reaction conditions: time 1.5 hour. Yields the product CN1C(C=CC2=CC(=CC=C12)C=1C=NC=CC1)=O (1-methyl-6-(3-pyridyl)-2-(1H)-quinolone). As a reaction SMILES: [N:1]1[CH:6]=[CH:5][CH:4]=[C:3]([C:7]2[CH:8]=[C:9]3[C:14](=[CH:15][CH:16]=2)[NH:13][C:12](=[O:17])[CH:11]=[CH:10]3)[CH:2]=1.[H-].[Na+].S(OC)(O[CH3:24])(=O)=O>CN(C=O)C>[CH3:24][N:13]1[C:14]2[C:9](=[CH:8][C:7]([C:3]3[CH:2]=[N:1][CH:6]=[CH:5][CH:4]=3)=[CH:16][CH:15]=2)[CH:10]=[CH:11][C:12]1=[O:17] |f:1.2|. Reported procedure: A stirred solution of 6-(3-pyridyl)-2-[1H]-quinolone (0.05 g) in DMF (0.5 cm3) was treated at room temperature with sodium hydride (0.012 g of a 50% dispersion in oil) for 1 hour. A solution of dimethyl sulphate (0.016 g) in DMF (0.2 cm3) was added and the mixture was stirred for 1.5 hours. The mixture was concentrated in vacuo, water (5 cm3) was added and the mixture was extracted with ethyl acetate (3×10 cm3). The combined organic extracts were dried (MgSO4), concentrated in vacuo and the resi...